From a dataset of the Open Reaction Database (ORD), a public repository of structured organic reaction records. describe an organic reaction: reactants, conditions, products, and yield The reactants are CC#N, C=C=CP1(=O)OCC(C)(C)CO1, Cl, NN, O. Yields the product CC(=O)CP1(=O)OCC(C)(C)CO1. Reaction SMILES: [CH3:17][C:18]#[N:19].[CH:1](=[C:2]=[CH2:3])[P:4]1(=[O:12])[O:5][CH2:6][C:7]([CH3:10])([CH3:11])[CH2:8][O:9]1.[ClH:16].[NH2:14][NH2:15].[OH2:13]>>[CH2:1]([C:2]([CH3:3])=[O:13])[P:4]1(=[O:12])[O:5][CH2:6][C:7]([CH3:10])([CH3:11])[CH2:8][O:9]1.